Dataset: the Open Reaction Database (ORD), a public repository of structured organic reaction records. Task: describe an organic reaction: reactants, conditions, products, and yield Reactants: ClC=1C=C(C=CC1Cl)[C@@H](CN(C(OC(C)(C)C)=O)C)CCN1CC(C1)N1CCC(CC1)F (tert-butyl {(2S)-2-(3,4-dichlorophenyl)-4-[3-(4-fluoropiperidin-1-yl)azetidin-1-yl]butyl}methylcarbamate), FC1=CC=C(C=C1)C(CN(C(OC(C)(C)C)=O)C)CCN1CC(C1)N1CCSCC1 (tert-butyl [2-(4-fluorophenyl)-4-(3-thiomorpholin-4-ylazetidin-1-yl)butyl]methylcarbamate), 2s. Yields the product Cl.Cl.ClC=1C=C(C=CC1Cl)[C@@H](CNC)CCN1CC(C1)N1CCC(CC1)F ({(2S)-2-(3,4-Dichlorophenyl)-4-[3-(4-fluoropiperidin-1-yl)azetidin-1-yl]butyl}methylamine dihydrochloride). RXN SMILES: [Cl:1][C:2]1[CH:3]=[C:4]([C@H:9]([CH2:20][CH2:21][N:22]2[CH2:25][CH:24]([N:26]3[CH2:31][CH2:30][CH:29]([F:32])[CH2:28][CH2:27]3)[CH2:23]2)[CH2:10][N:11](C)[C:12](=O)OC(C)(C)C)[CH:5]=[CH:6][C:7]=1[Cl:8].FC1C=CC(C(CCN2CC(N3CCSCC3)C2)CN(C)C(=O)OC(C)(C)C)=CC=1>>[ClH:1].[ClH:1].[Cl:1][C:2]1[CH:3]=[C:4]([C@H:9]([CH2:20][CH2:21][N:22]2[CH2:25][CH:24]([N:26]3[CH2:31][CH2:30][CH:29]([F:32])[CH2:28][CH2:27]3)[CH2:23]2)[CH2:10][NH:11][CH3:12])[CH:5]=[CH:6][C:7]=1[Cl:8] |f:2.3.4|. Procedure details: The compound was synthesized in an analogous way to that of Method 3e but using tert-butyl {(2S)-2-(3,4-dichlorophenyl)-4-[3-(4-fluoropiperidin-1-yl)azetidin-1-yl]butyl}methylcarbamate rather than tert-butyl [2-(4-fluorophenyl)-4-(3-thiomorpholin-4-ylazetidin-1-yl)butyl]methylcarbamate (yield, 100%). 1H NMR (500 MHz, CD3OD): 1.9-2s 2.4 (m, 6H), 2.7 (s, 3H), 3.1-5.1 (cm, 15H), 7.4 (d, 1H), 7.7 (m, 2H), LCMS: m/z 389 (M+1)+.